This data is from the Open Reaction Database (ORD), a public repository of structured organic reaction records. The task is: describe an organic reaction: reactants, conditions, products, and yield Starting materials: Cc1ccc(NC(=O)C(C)C)cc1C1=CCN(C(=O)OC(C)(C)C)CC1, CCO, [H][H]. The product is Cc1ccc(NC(=O)C(C)C)cc1C1CCN(C(=O)OC(C)(C)C)CC1. Reaction SMILES: [C:1]([CH:2]([CH3:3])[CH3:4])(=[O:5])[NH:6][c:7]1[cH:8][cH:9][c:10]([CH3:26])[c:11]([C:13]2=[CH:18][CH2:17][N:16]([C:19](=[O:20])[O:21][C:22]([CH3:23])([CH3:24])[CH3:25])[CH2:15][CH2:14]2)[cH:12]1.[CH3:29][CH2:30][OH:31].[H:27][H:28]>>[C:1]([CH:2]([CH3:3])[CH3:4])(=[O:5])[NH:6][c:7]1[cH:8][cH:9][c:10]([CH3:26])[c:11]([CH:13]2[CH2:14][CH2:15][N:16]([C:19](=[O:20])[O:21][C:22]([CH3:23])([CH3:24])[CH3:25])[CH2:17][CH2:18]2)[cH:12]1. The reactants are C1(CCCCC1)CCC[C@H](CC(=O)OC(C)(C)C)C1=NC(=NO1)C(=O)N(C)CC(=O)OC (tert-butyl (3R)-6-cyclohexyl-3-(3-{[(2-methoxy-2-oxoethyl)(methyl)amino]carbonyl)-1,2,4-oxadiazol-5-yl)hexanoate), FC(C(=O)O)(F)F (trifluoroacetic acid). Solvent: ClCCl (dichloromethane). Run at time 2 hour. Yields the product C1(CCCCC1)CCC[C@H](CC(=O)O)C1=NC(=NO1)C(=O)N(C)CC(=O)OC ((3R)-6-Cyclohexyl-3-(3-{[(2-methoxy-2-oxoethyl)(methyl)amino]carbonyl}-1,2,4-oxadiazol-5-yl)hexanoic acid). Yield: 98.6%. As a reaction SMILES: [CH:1]1([CH2:7][CH2:8][CH2:9][C@@H:10]([C:19]2[O:23][N:22]=[C:21]([C:24]([N:26]([CH2:28][C:29]([O:31][CH3:32])=[O:30])[CH3:27])=[O:25])[N:20]=2)[CH2:11][C:12]([O:14]C(C)(C)C)=[O:13])[CH2:6][CH2:5][CH2:4][CH2:3][CH2:2]1.FC(F)(F)C(O)=O>ClCCl>[CH:1]1([CH2:7][CH2:8][CH2:9][C@@H:10]([C:19]2[O:23][N:22]=[C:21]([C:24]([N:26]([CH2:28][C:29]([O:31][CH3:32])=[O:30])[CH3:27])=[O:25])[N:20]=2)[CH2:11][C:12]([OH:14])=[O:13])[CH2:6][CH2:5][CH2:4][CH2:3][CH2:2]1. Procedure details: A solution of tert-butyl (3R)-6-cyclohexyl-3-(3-{[(2-methoxy-2-oxoethyl)(methyl)amino]carbonyl)-1,2,4-oxadiazol-5-yl)hexanoate (Preparation 38) (315 mg, 0.70 mmol) in dichloromethane (10 ml) was treated with trifluoroacetic acid (5 ml) and the resulting mixture was stirred at room temperature under a nitrogen atmosphere for 2 hours. The solvent was removed under reduced pressure and the residue azeotroped from toluene. The residue was dissolved in ethyl acetate and washed with a saturated aqueou... Starting materials: O=C1NCCn2c1cc1cc(OCc3ccccc3)cnc12, O=CO. The product is O=C1NCCn2c1cc1cc(O)cnc12. As a reaction SMILES: [CH2:1]([c:2]1[cH:3][cH:4][cH:5][cH:6][cH:7]1)[O:8][c:9]1[cH:10][n:11][c:12]2[n:13]3[c:18]([cH:19][c:20]2[cH:21]1)[C:17](=[O:22])[NH:16][CH2:15][CH2:14]3.[CH:23]([OH:24])=[O:25]>>[OH:8][c:9]1[cH:10][n:11][c:12]2[n:13]3[c:18]([cH:19][c:20]2[cH:21]1)[C:17](=[O:22])[NH:16][CH2:15][CH2:14]3. Starting materials: FC(C1=NC(=CC(=C1C(=O)OCC)O)C(F)(F)F)(F)F (Ethyl 2,6-bis(trifluoromethyl)-4-hydroxy-3-pyridinecarboxylate), C([O-])([O-])=O.[K+].[K+] (potassium carbonate), CI (methyl iodide). Run in CC(=O)C (acetone). Product: FC(C1=NC(=CC(=C1C(=O)OCC)OC)C(F)(F)F)(F)F (Ethyl 2,6-bis(trifluoromethyl)-4-methoxy-3-pyridinecarboxylate). Isolated yield 82.5%. Reaction SMILES: [F:1][C:2]([F:20])([F:19])[C:3]1[C:8]([C:9]([O:11][CH2:12][CH3:13])=[O:10])=[C:7]([OH:14])[CH:6]=[C:5]([C:15]([F:18])([F:17])[F:16])[N:4]=1.[C:21](=O)([O-])[O-].[K+].[K+].CI>CC(C)=O>[F:20][C:2]([F:19])([F:1])[C:3]1[C:8]([C:9]([O:11][CH2:12][CH3:13])=[O:10])=[C:7]([O:14][CH3:21])[CH:6]=[C:5]([C:15]([F:18])([F:17])[F:16])[N:4]=1 |f:1.2.3|. Procedure details: A mixture of 8.0 g (0.026 mol) of product of Example 2, 3.6 g (0.026 mol) or potassium carbonate, 20 g of methyl iodide, and 50 ml of acetone was held at reflux for 6 hours and concentrated. The residue was treated with water and extracted with ether. The ether extract was washed once with 30 ml of 10% NaOH, dried, and concentrated. The residue was crystallized from hexane to give 6.91 g (82.5%) of product; mp 58.5°-59.5° C. Reactants: CC1=NC(=CC=C1)C (2,6-lutidene), O[C@H](C(=O)OCC1=CC=CC=C1)CC1CCC1 (2-(S)-hydroxy-3-(cyclobutyl)propionic acid, benzyl ester), FC(S(=O)(=O)OS(=O)(=O)C(F)(F)F)(F)F (trifluoromethanesulfonic anhydride), [Si](C)(C)(C(C)(C)C)OC[C@H]1CNC[C@@H]1C1=CC=CC=C1 (3-(R)-(t-butyldimethylsilyloxymethyl)-4-(S)-phenylpyrrolidine), CCN(C(C)C)C(C)C (DIEA). Solvent: C(Cl)Cl (CH2Cl2), C(Cl)Cl (CH2Cl2). Reaction conditions: time 2 minute. Product: hexanes ether, O[C@H](C(=O)OCC1=CC=CC=C1)CC1CCC1 (2-(S)-hydroxy-3-(cyclobutyl)propionic acid, benzyl ester), [Si](C)(C)(C(C)(C)C)OC[C@H]1CN(C[C@@H]1C1=CC=CC=C1)[C@@H](C(=O)OCC1=CC=CC=C1)CC1CCC1 (2-(R)-(3-(R)-(t-Butyldimethylsilyloxymethyl)-4-(S)-phenylpyrrolidin-1-yl)-3-(cyclobutyl)propionic acid, benzyl ester). Reaction SMILES: [OH:1][C@@H:2]([CH2:13][CH:14]1[CH2:17][CH2:16][CH2:15]1)[C:3]([O:5][CH2:6][C:7]1[CH:12]=[CH:11][CH:10]=[CH:9][CH:8]=1)=[O:4].FC(F)(F)S(OS(C(F)(F)F)(=O)=O)(=O)=O.CC1C=CC=C(C)N=1.[Si:41]([O:48][CH2:49][C@@H:50]1[C@@H:54]([C:55]2[CH:60]=[CH:59][CH:58]=[CH:57][CH:56]=2)[CH2:53][NH:52][CH2:51]1)([C:44]([CH3:47])([CH3:46])[CH3:45])([CH3:43])[CH3:42].CCN(C(C)C)C(C)C>C(Cl)Cl>[OH:1][C@@H:2]([CH2:13][CH:14]1[CH2:17][CH2:16][CH2:15]1)[C:3]([O:5][CH2:6][C:7]1[CH:8]=[CH:9][CH:10]=[CH:11][CH:12]=1)=[O:4].[Si:41]([O:48][CH2:49][C@@H:50]1[C@@H:54]([C:55]2[CH:60]=[CH:59][CH:58]=[CH:57][CH:56]=2)[CH2:53][N:52]([C@H:2]([CH2:13][CH:14]2[CH2:17][CH2:16][CH2:15]2)[C:3]([O:5][CH2:6][C:7]2[CH:12]=[CH:11][CH:10]=[CH:9][CH:8]=2)=[O:4])[CH2:51]1)([C:44]([CH3:47])([CH3:46])[CH3:45])([CH3:43])[CH3:42]. Reported procedure: A solution of 1.84 g (7.8 mmol) of 2-(S)-hydroxy-3-(cyclobutyl)propionic acid, benzyl ester (Hydroxy Ester 2) in 30 mL of CH2Cl2 at −5° C. was treated with 1.40 mL (8.4 mmol) of trifluoromethanesulfonic anhydride maintaining the internal temperature at less than 0° C. The resulting mixture was stirred cold for 2 min, then treated with 1.10 mL (9.6 mmol) of 2,6-lutidene, maintaining the internal temperature at less than 0° C. The resulting mixture was stirred cold for 30 min, then treated with a ...